Dataset: the Open Reaction Database (ORD), a public repository of structured organic reaction records. Task: describe an organic reaction: reactants, conditions, products, and yield RXN SMILES: [C:1]([CH3:2])([CH3:3])([CH3:4])[O:5][OH:6].[C:9]([c:10]1[cH:11][cH:12][cH:13][cH:14][cH:15]1)(=[O:16])[Cl:17].[Na+:8].[OH-:7].[OH2:18]>>[C:1]([CH3:2])([CH3:3])([CH3:4])[O:5][O:6][C:9]([c:10]1[cH:11][cH:12][cH:13][cH:14][cH:15]1)=[O:16]. The reactants are CC(C)(C)OO, O=C(Cl)c1ccccc1, [Na+], [OH-], O. Product: CC(C)(C)OOC(=O)c1ccccc1. The reactants are CS(=O)(=O)N (methanesulfonamide), [H-].[Na+] (NaH), Cl (HCl), ClC1=CC=C2C(=C1)NC(C21C(NC(CC1C1=C(C=CC(=C1)Cl)OC(C)(C)C(=O)O)=O)C1=C(C=CC(=C1)C)OC)=O (racemic (2′S,3S,4′R)-6-chloro-4′-[5-chloro-2-(1-hydroxycarbonyl-1-methyl-ethoxy)-phenyl]-2′-(5-methyl-2-methoxy-phenyl)spiro[3H-indole-3,3′-piperidine]-2,6′(1H)-dione), C1=CN(C=N1)C(=O)N2C=CN=C2 (CDI). The solvent is CN(C)C=O (DMF), O (water), CN(C)C=O (DMF). Reaction conditions: temperature 65 celsius, time 2 hour. The product is ClC=1C=CC(=C(C1)C1C2(C(NC(C1)=O)C1=C(C=CC(=C1)C)OC)C(NC1=CC(=CC=C12)Cl)=O)OC(C(=O)NS(=O)(=O)C)(C)C (Racemic (2′S,3S,4′R)-4′-[5-chloro-2-(2-methanesulfonylamino-1,1-dimethyl-2-oxo-ethoxy)-phenyl]-6-chloro-2′-(5-methyl-2-methoxy-phenyl)-spiro[3H-indole-3,3′-piperidine]-2,6′(1H)-dione). Yield: 10.7%. Reaction SMILES: [Cl:1][C:2]1[CH:7]=[C:6]2[NH:8][C:9](=[O:40])[C:10]3([CH:15]([C:16]4[CH:21]=[C:20]([Cl:22])[CH:19]=[CH:18][C:17]=4[O:23][C:24]([C:27](O)=[O:28])([CH3:26])[CH3:25])[CH2:14][C:13](=[O:30])[NH:12][CH:11]3[C:31]3[CH:36]=[C:35]([CH3:37])[CH:34]=[CH:33][C:32]=3[O:38][CH3:39])[C:5]2=[CH:4][CH:3]=1.C1N=CN(C(N2C=NC=C2)=O)C=1.[CH3:53][S:54]([NH2:57])(=[O:56])=[O:55].[H-].[Na+].Cl>CN(C=O)C.O>[Cl:22][C:20]1[CH:19]=[CH:18][C:17]([O:23][C:24]([CH3:25])([CH3:26])[C:27]([NH:57][S:54]([CH3:53])(=[O:56])=[O:55])=[O:28])=[C:16]([CH:15]2[CH2:14][C:13](=[O:30])[NH:12][CH:11]([C:31]3[CH:36]=[C:35]([CH3:37])[CH:34]=[CH:33][C:32]=3[O:38][CH3:39])[C:10]32[C:5]2[C:6](=[CH:7][C:2]([Cl:1])=[CH:3][CH:4]=2)[NH:8][C:9]3=[O:40])[CH:21]=1 |f:3.4|. Reported procedure: A mixture of racemic (2′S,3S,4′R)-6-chloro-4′-[5-chloro-2-(1-hydroxycarbonyl-1-methyl-ethoxy)-phenyl]-2′-(5-methyl-2-methoxy-phenyl)spiro[3H-indole-3,3′-piperidine]-2,6′(1H)-dione (70 mg, 0.12 mmol) and CDI (39 mg, 0.24 mmol) in dry DMF (2 mL) was heated at 65° C. for 2 h. In a separate flask a mixture of methanesulfonamide (91 mg, 0.962 mmol) and NaH (60% in mineral oil) (38 mg, 0.95 mmol) (Aldrich) in DMF (3 mL), was stirred at room temperature for 2 h, then was added slowly to the above solut... Yields the product C1(=CC=CC=C1)O (phenol), C1(=CC=CC=C1)C(C)C (cumene). Procedure details: One of the more specific embodiments of this invention concerns a process for the direct neutralization of a reaction mixture resulting from the sulfuric acid cleavage of cumene hydroperoxide which comprises the steps of (a) contacting the cleavage reaction mixture with sodium phenate and forming a neutralized reaction mixture comprising phenol, acetone, cumene and a sodium sulfate salt of neutralization; (b) charging the sodium sulfate-containing reaction mixture to the mixing stage of a first ... As a reaction SMILES: [CH:1]1[CH:6]=[CH:5][C:4]([O-:7])=[CH:3][CH:2]=1.[Na+].[CH3:9][C:10]([CH3:12])=O>>[C:4]1([OH:7])[CH:5]=[CH:6][CH:1]=[CH:2][CH:3]=1.[C:4]1([CH:10]([CH3:12])[CH3:9])[CH:5]=[CH:6][CH:1]=[CH:2][CH:3]=1 |f:0.1|. The reactants are CC(=O)C (acetone), ( a ), C1=CC=C(C=C1)[O-].[Na+] (sodium phenate). Reactants: C([O-])([O-])=O.[K+].[K+] (Potassium carbonate), C(C)(=O)O[C@@H](C)C1=NC(=NO1)C1=CC(=C(C(=O)OC(C)(C)C)C=C1)F (tert-butyl 4-{5-[(1S)-1-acetoxyethyl]-1,2,4-oxadiazol-3-yl}-2-fluorobenzoate), Cl (Hydrochloric acid). The solvent is CO (methanol). Reaction conditions: time 30 minute. Product: FC1=C(C(=O)OC(C)(C)C)C=CC(=C1)C1=NOC(=N1)[C@H](C)O (tert-Butyl 2-fluoro-4-{5-[(1S)-1-hydroxyethyl]-1,2,4-oxadiazol-3-yl}benzoate). Yield: 93.5%. RXN SMILES: C(=O)([O-])[O-].[K+].[K+].C([O:10][C@H:11]([C:13]1[O:17][N:16]=[C:15]([C:18]2[CH:30]=[CH:29][C:21]([C:22]([O:24][C:25]([CH3:28])([CH3:27])[CH3:26])=[O:23])=[C:20]([F:31])[CH:19]=2)[N:14]=1)[CH3:12])(=O)C.Cl>CO>[F:31][C:20]1[CH:19]=[C:18]([C:15]2[N:14]=[C:13]([C@@H:11]([OH:10])[CH3:12])[O:17][N:16]=2)[CH:30]=[CH:29][C:21]=1[C:22]([O:24][C:25]([CH3:28])([CH3:27])[CH3:26])=[O:23] |f:0.1.2|. Procedure details: Potassium carbonate (12.7 g, 91.6 mmol) was added to a methanol (360 mL) solution of the obtained tert-butyl 4-{5-[(1S)-1-acetoxyethyl]-1,2,4-oxadiazol-3-yl}-2-fluorobenzoate (32.1 g, 91.6 mmol) under ice cooling, and the mixture was stirred at the same temperature for 30 minutes. 2 N Hydrochloric acid was added to the reaction mixture at the same temperature until a pH value of 6.0 was obtained, and the solvent was distilled off under reduced pressure. Water was added to the resulting residue, ... The reactants are CSC1=NC(=CC(=N1)O)N (2-(Methylthio)-4-hydroxy-6-aminopyrimidine), C(C)(=O)[O-].[Na+] (sodium acetate), ClCC=O (chloroacetaldehyde). The solvent is O (water). Conditions: temperature 80 celsius, time 30 minute. Product: CSC=1NC=2C(=C(N1)O)N=CC2 (2-(methylthio)-4-hydroxy-pyrrolo[2,3]pyrimidine). RXN SMILES: [CH3:1][S:2][C:3]1[N:8]=[C:7](O)[CH:6]=[C:5]([NH2:10])[N:4]=1.[C:11]([O-:14])(=O)[CH3:12].[Na+].ClCC=O>O>[CH3:1][S:2][C:3]1[NH:8][C:7]2[C:12]([N:10]=[CH:5][CH:6]=2)=[C:11]([OH:14])[N:4]=1 |f:1.2|. Reported procedure: 2-(Methylthio)4-hydroxy-6-aminopyrimidine (3.1) (40 g) and sodium acetate (40 g, 2 eq.) were mixed with water (600 ml) and the slurry heated to 80° C. with vigorous stirring. To the mixture was then added chloroacetaldehyde (50 wt. % in water, 40 g, 1 eq.), slowly over 10 mins. The mixture turned yellow in colour and the solid mostly dissolved, before a new solid precipitated. After a further 30 mins, the mixture was allowed to cool overnight, then the solid was collected by filtration, washed w... Starting materials: COC(=O)c1ccc(C(=O)NC2CCC(OC(C)=O)CC2c2ccc(OC)c(OC(F)F)c2)cc1, ClCCl, [Na+], [OH-], O=P(Cl)(Cl)Cl. The product is COC(=O)c1ccc(C2=NC3CCC(OC(C)=O)CC3c3cc(OC(F)F)c(OC)cc32)cc1. As a reaction SMILES: [CH3:1][O:2][C:3]([c:4]1[cH:5][cH:6][c:7]([C:8](=[O:9])[NH:10][CH:11]2[CH:12]([c:21]3[cH:22][c:23]([O:29][CH:30]([F:31])[F:32])[c:24]([O:27][CH3:28])[cH:25][cH:26]3)[CH2:13][CH:14]([O:17][C:18]([CH3:19])=[O:20])[CH2:15][CH2:16]2)[cH:33][cH:34]1)=[O:35].[Cl:43][CH2:44][Cl:45].[Na+:37].[OH-:36].[P:38]([Cl:39])([Cl:40])([Cl:41])=[O:42]>>[CH3:1][O:2][C:3]([c:4]1[cH:5][cH:6][c:7]([C:8]2=[N:10][CH:11]3[CH:12]([CH2:13][CH:14]([O:17][C:18]([CH3:19])=[O:20])[CH2:15][CH2:16]3)[c:21]3[cH:22][c:23]([O:29][CH:30]([F:31])[F:32])[c:24]([O:27][CH3:28])[cH:25][c:26]32)[cH:33][cH:34]1)=[O:35]. Reactants: OC1=C(C(=O)OC2=CC=CC=C2)C=C(C(=C1)OC)OC (phenyl 2-hydroxy-4,5-dimethoxybenzoate), NC=1SC=C(N1)C(=O)OC (methyl 2-amino-1,3-thiazole-4-carboxylate), CO (methanol). The solvent is C=1(C(=CC=CC1)C)C (xylene). Run at temperature 140 celsius, time 1 hour. Yields the product COC(=O)C=1N=C(SC1)NCC1=C(C=C(C(=C1)OC)OC)O (2-[(2-hydroxy-4,5-dimethoxybenzyl)amino]-1,3-thiazole-4-carboxylic acid methyl ester). The yield is 57.6%. RXN SMILES: [OH:1][C:2]1[CH:16]=[C:15]([O:17][CH3:18])[C:14]([O:19][CH3:20])=[CH:13][C:3]=1[C:4](OC1C=CC=CC=1)=O.[NH2:21][C:22]1[S:23][CH:24]=[C:25]([C:27]([O:29][CH3:30])=[O:28])[N:26]=1.CO>C1(C)C(C)=CC=CC=1>[CH3:30][O:29][C:27]([C:25]1[N:26]=[C:22]([NH:21][CH2:4][C:3]2[CH:13]=[C:14]([O:19][CH3:20])[C:15]([O:17][CH3:18])=[CH:16][C:2]=2[OH:1])[S:23][CH:24]=1)=[O:28]. Procedure: In 250 mg of xylene were suspended 250 mg of phenyl 2-hydroxy-4,5-dimethoxybenzoate (3a) and 144 mg of methyl 2-amino-1,3-thiazole-4-carboxylate (4a) in a stream of argon, which was then heated to reflux (at 140° C.) for 7 hours. The reaction was not completed. After cooling, methanol was added, followed by stirring for one hour. The precipitated crystal was collected by filtration and dried under reduced pressure at 60° C. to provide 170 mg of the same compound (5a) as that of Example 4 at a yi... Starting materials: O=C([O-])O, CCOC(C)=O, Cc1ccccc1, O=[N+]([O-])c1cccnc1Cl, CC(=O)N(C)c1cccc(N)c1, [Na+]. The product is CC(=O)N(C)c1cccc(Nc2ncccc2[N+](=O)[O-])c1. RXN SMILES: [C:29](=[O:30])([OH:31])[O-:32].[CH3:23][CH2:24][O:25][C:26](=[O:27])[CH3:28].[CH3:34][c:35]1[cH:36][cH:37][cH:38][cH:39][cH:40]1.[Cl:1][c:2]1[n:3][cH:4][cH:5][cH:6][c:7]1[N+:8](=[O:9])[O-:10].[NH2:11][c:12]1[cH:13][c:14]([N:15]([C:16]([CH3:17])=[O:18])[CH3:19])[cH:20][cH:21][cH:22]1.[Na+:33]>>[c:2]1([NH:11][c:12]2[cH:13][c:14]([N:15]([C:16]([CH3:17])=[O:18])[CH3:19])[cH:20][cH:21][cH:22]2)[n:3][cH:4][cH:5][cH:6][c:7]1[N+:8](=[O:9])[O-:10].